Task: describe an organic reaction: reactants, conditions, products, and yield. Dataset: the Open Reaction Database (ORD), a public repository of structured organic reaction records The reactants are FC1=CC=C(OC2=NC(=NC=C2)C(C)=O)C=C1 (1-(4-(4-fluorophenoxy)pyrimidin-2-yl)ethanone), CO (MeOH), [BH4-].[Na+] (NaBH4). Solvent: C(Cl)Cl (DCM). Reaction conditions: time 10 minute. The product is FC1=CC=C(OC2=NC(=NC=C2)C(C)O)C=C1 (1-(4-(4-fluorophenoxy)pyrimidin-2-yl)ethanol). The yield is 94.5%. RXN SMILES: [F:1][C:2]1[CH:17]=[CH:16][C:5]([O:6][C:7]2[CH:12]=[CH:11][N:10]=[C:9]([C:13](=[O:15])[CH3:14])[N:8]=2)=[CH:4][CH:3]=1.CO.[BH4-].[Na+]>C(Cl)Cl>[F:1][C:2]1[CH:17]=[CH:16][C:5]([O:6][C:7]2[CH:12]=[CH:11][N:10]=[C:9]([CH:13]([OH:15])[CH3:14])[N:8]=2)=[CH:4][CH:3]=1 |f:2.3|. Reported procedure: 1-(4-(4-fluorophenoxy)pyrimidin-2-yl)ethanone (0.150 g 0.646 mmol) was taken up in 2.5 mL 4:1 MeOH:DCM, and cooled to 0° C. NaBH4 (49 mg 1.30 mmol) was added. Fizzing was observed. After 10 min, cold bath was removed, and the reaction was stirred 1 h. Solvent was removed in vacuo. White residue was taken up in 10 mL water, and extracted with (2×10 mL) EtOAc. Washed organics with 10 mL brine. Dried over Na2SO4. Filtered and concentrated to give 143 mg (95%) 1-(4-(4-fluorophenoxy)pyrimidin-2-yl)et... Starting materials: OC1=C(C=O)C=C(C=C1C)C (2-hydroxy-3,5-dimethylbenzaldehyde), OC1=C(C=O)C=C(C=C1C)Cl (2-hydroxy-3-methyl-5-chlorobenzaldehyde). Yields the product ClC=1C=C2C=C(COC2=C(C1)C)C(C)=O (6-Chloro-8-Methyl-3-Acetyl-2H-Chromene). As a reaction SMILES: [OH:1][C:2]1[C:9](C)=CC(C)=C[C:3]=1[CH:4]=O.[OH:12][C:13]1[C:20]([CH3:21])=[CH:19][C:18]([Cl:22])=[CH:17][C:14]=1[CH:15]=O>>[Cl:22][C:18]1[CH:17]=[C:14]2[C:13](=[C:20]([CH3:21])[CH:19]=1)[O:12][CH2:4][C:3]([C:2](=[O:1])[CH3:9])=[CH:15]2. Procedure details: Using the procedure described in Example 1, stage A, but with 2-hydroxy-3,5-dimethylbenzaldehyde replaced by 2-hydroxy-3-methyl-5-chlorobenzaldehyde, the expected product is obtained, and this is purified by an additional recrystallization in an isopropyl ether/petroleum ether mixture. Reactants: ClCCl, CCN(C(C)C)C(C)C, O=C(Cl)c1ccc(Cl)cc1, COc1ccc2nc(N)nc(NC3CCCCC3NC(=O)OC(C)(C)C)c2c1, O. Yields the product COc1ccc2nc(NC(=O)c3ccc(Cl)cc3)nc(NC3CCCCC3NC(=O)OC(C)(C)C)c2c1. Reaction SMILES: [CH2:49]([Cl:50])[Cl:51].[CH:11]([N:12]([CH:13]([CH3:14])[CH3:15])[CH2:16][CH3:17])([CH3:18])[CH3:19].[Cl:1][C:2](=[O:3])[c:4]1[cH:5][cH:6][c:7]([Cl:8])[cH:9][cH:10]1.[NH2:20][c:21]1[n:22][c:23]2[cH:24][cH:25][c:26]([O:46][CH3:47])[cH:27][c:28]2[c:29]([NH:31][CH:32]2[CH:33]([NH:38][C:39](=[O:40])[O:41][C:42]([CH3:43])([CH3:44])[CH3:45])[CH2:34][CH2:35][CH2:36][CH2:37]2)[n:30]1.[OH2:48]>>[C:2](=[O:3])([c:4]1[cH:5][cH:6][c:7]([Cl:8])[cH:9][cH:10]1)[NH:20][c:21]1[n:22][c:23]2[cH:24][cH:25][c:26]([O:46][CH3:47])[cH:27][c:28]2[c:29]([NH:31][CH:32]2[CH:33]([NH:38][C:39](=[O:40])[O:41][C:42]([CH3:43])([CH3:44])[CH3:45])[CH2:34][CH2:35][CH2:36][CH2:37]2)[n:30]1.